This data is from the Open Reaction Database (ORD), a public repository of structured organic reaction records. The task is: describe an organic reaction: reactants, conditions, products, and yield Reactants: COC(=O)C=1C=C2C(=NC=NC2=C(C1NC1=C(C=C(C=C1)Br)Cl)F)C (7-(4-bromo-2-chlorophenylamino)-8-fluoro-4-methylquinazoline-6-carboxylic acid methyl ester), [Li+].[OH-] (LiOH), Cl (HCl). Solvent: O (water), C1CCOC1.O (THF water). Run at time 2 hour. Product: BrC1=CC(=C(C=C1)NC1=C(C=C2C(=NC=NC2=C1F)C)C(=O)O)Cl (7-(4-bromo-2-chlorophenylamino)-8-fluoro-4-methylquinazoline-6-carboxylic acid). The yield is 72.4%. RXN SMILES: C[O:2][C:3]([C:5]1[CH:6]=[C:7]2[C:12](=[C:13]([F:24])[C:14]=1[NH:15][C:16]1[CH:21]=[CH:20][C:19]([Br:22])=[CH:18][C:17]=1[Cl:23])[N:11]=[CH:10][N:9]=[C:8]2[CH3:25])=[O:4].[Li+].[OH-].Cl>C1COCC1.O.O>[Br:22][C:19]1[CH:20]=[CH:21][C:16]([NH:15][C:14]2[C:13]([F:24])=[C:12]3[C:7]([C:8]([CH3:25])=[N:9][CH:10]=[N:11]3)=[CH:6][C:5]=2[C:3]([OH:4])=[O:2])=[C:17]([Cl:23])[CH:18]=1 |f:1.2,4.5|. Reported procedure: To a solution of 7-(4-bromo-2-chlorophenylamino)-8-fluoro-4-methylquinazoline-6-carboxylic acid methyl ester (137 mg, 0.323 mmol) in THF-water (3 mL/l mL) was added 1 M aqueous LiOH (0.67 mL, 0.67 mmol) at room temperature. The resulting mixture was stirred for 2 hours at room temperature. The reaction mixture was acidified to pH 6 with 1 N aqueous HCl, diluted with water, and extracted with EtOAc. The organic layer was washed with water, dried over MgSO4, filtered, and concentrated in vacuo to ... The reactants are NC1=C(C=CC=C1)S[C@H]([C@H](C(=O)N)O)C1=CC=C(C=C1)OC ((2S,3S)-3-(2-aminophenylthio)-2-hydroxy-3-(4-methoxyphenyl)propionamide), O.C1(=CC=C(C=C1)S(=O)(=O)O)C (p-toluenesulfonic acid monohydrate), COC1=CC=C(C=C1)[C@H]1[C@H](C(=O)N)O1 ((2R,3S)-3-(4-methoxyphenyl)-2,3-epoxypropionamide), NC1=C(C=CC=C1)S (2-aminothiophenol), ferric chloride hexahydrate. Solvent: ClC1=CC=CC=C1 (chlorobenzene), CO (methanol). Conditions: time 5 minute. Product: O[C@@H]1[C@@H](SC2=C(NC1=O)C=CC=C2)C2=CC=C(C=C2)OC ((2S,3S)-2,3-dihydro-3-hydroxy-2-(4-methoxyphenyl)-1,5-benzothiazepin-4(5H)-one). RXN SMILES: COC1C=CC([C@@H]2O[C@H]2C(N)=O)=CC=1.NC1C=CC=CC=1S.N[C:24]1[CH:29]=[CH:28][CH:27]=[CH:26][C:25]=1[S:30][C@@H:31]([C:37]1[CH:42]=[CH:41][C:40]([O:43][CH3:44])=[CH:39][CH:38]=1)[C@@H:32]([OH:36])[C:33]([NH2:35])=[O:34].O.C1(C)C=CC(S(O)(=O)=O)=CC=1>CO.ClC1C=CC=CC=1>[OH:36][C@H:32]1[C:33](=[O:34])[NH:35][C:24]2[CH:29]=[CH:28][CH:27]=[CH:26][C:25]=2[S:30][C@H:31]1[C:37]1[CH:42]=[CH:41][C:40]([O:43][CH3:44])=[CH:39][CH:38]=1 |f:3.4|. Reported procedure: A mixture of (2R,3S)-3-(4-methoxyphenyl)-2,3-epoxypropionamide (9.66 g) and chlorobenzene (193 ml) is refluxed with heating under nitrogen atmosphere. When the reflux is started, a solution of 2-aminothiophenol (6.89 g) and ferric chloride hexahydrate (1.35 mg) in methanol (0.1 ml) is added immediately into the reaction mixture, and the mixture is stirred at the same temperature for 5 minutes. The reaction mixture containing (2S,3S)-3-(2-aminophenylthio)-2-hydroxy-3-(4-methoxyphenyl)propionamide... The solvent is CN(C)C=O (DMF). Procedure details: 5.88 g (0.020 mol) of 4-[(4,5-difluoro-2-methoxyphenoxy)methyl]piperidine hydrochloride, 7.7 g (0.021 mol) of 2-bromo-N-(triphenylmethyl)ethylamine and 6.91 g (0.050 mol) of K2CO3 in 40 ml of DMF are reacted. The reaction mixture is heated to 90° C. for 8 hours. It is cooled to room temperature, poured into 500 ml of water and extracted 3 times with ethyl acetate. The organic phases are combined, washed with water, dried over MgSO4 and filtered, and the solvent is evaporated off under reduced pr... RXN SMILES: Cl.[F:2][C:3]1[C:16]([F:17])=[CH:15][C:6]([O:7][CH2:8][CH:9]2[CH2:14][CH2:13][NH:12][CH2:11][CH2:10]2)=[C:5]([O:18][CH3:19])[CH:4]=1.Br[CH2:21][CH2:22][NH:23][C:24]([C:37]1[CH:42]=[CH:41][CH:40]=[CH:39][CH:38]=1)([C:31]1[CH:36]=[CH:35][CH:34]=[CH:33][CH:32]=1)[C:25]1[CH:30]=[CH:29][CH:28]=[CH:27][CH:26]=1.C([O-])([O-])=O.[K+].[K+].O>CN(C=O)C>[F:2][C:3]1[C:16]([F:17])=[CH:15][C:6]([O:7][CH2:8][CH:9]2[CH2:14][CH2:13][N:12]([CH2:21][CH2:22][NH:23][C:24]([C:31]3[CH:36]=[CH:35][CH:34]=[CH:33][CH:32]=3)([C:25]3[CH:26]=[CH:27][CH:28]=[CH:29][CH:30]=3)[C:37]3[CH:42]=[CH:41][CH:40]=[CH:39][CH:38]=3)[CH2:11][CH2:10]2)=[C:5]([O:18][CH3:19])[CH:4]=1 |f:0.1,3.4.5|. Conditions: temperature 90 celsius. Starting materials: O (water), Cl.FC1=CC(=C(OCC2CCNCC2)C=C1F)OC (4-[(4,5-difluoro-2-methoxyphenoxy)methyl]piperidine hydrochloride), BrCCNC(C1=CC=CC=C1)(C1=CC=CC=C1)C1=CC=CC=C1 (2-bromo-N-(triphenylmethyl)ethylamine), C(=O)([O-])[O-].[K+].[K+] (K2CO3). Yield: 41.5%. Yields the product FC1=CC(=C(OCC2CCN(CC2)CCNC(C2=CC=CC=C2)(C2=CC=CC=C2)C2=CC=CC=C2)C=C1F)OC (4-[(4,5-Difluoro-2-methoxyphenoxy)methyl]-N-(triphenylmethyl)-1-piperidineethanamine). The reactants are C(=C)C1=C(C=CC=C1)C=C (divinylbenzene), C(P(OC(C)C)(OC(C)C)=O)P(OC(C)C)(OC(C)C)=O.[Na] (sodium tetraisopropyl methylenediphosphonate), [P] (phosphorus). Solvent: C1(=CC=CC=C1)C (toluene). Product: C(P(OC(C)C)(OC(C)C)=O)P(OC(C)C)(OC(C)C)=O (Tetraisopropyl Methylenediphosphonate). Reaction SMILES: C(C1C=CC=CC=1C=C)=C.[CH2:11]([P:22](=[O:31])([O:27][CH:28]([CH3:30])[CH3:29])[O:23][CH:24]([CH3:26])[CH3:25])[P:12](=[O:21])([O:17][CH:18]([CH3:20])[CH3:19])[O:13][CH:14]([CH3:16])[CH3:15].[Na].[P]>C1(C)C=CC=CC=1>[CH2:11]([P:12](=[O:21])([O:13][CH:14]([CH3:16])[CH3:15])[O:17][CH:18]([CH3:20])[CH3:19])[P:22](=[O:31])([O:27][CH:28]([CH3:29])[CH3:30])[O:23][CH:24]([CH3:26])[CH3:25] |f:1.2,^1:31|. Procedure: Insoluble, cross-linked copolymer beads (70.7 g) obtained by suspension polymerization of 90.5 weight percent vinylbenzyl chloride, 2.0 weight percent divinylbenzene, and 0.5 weight percent benzoyl peroxide (with the ethylstyrenes present in the technical grade divinylbenzene) were placed in a three neck found bottom flash and preswollen with 500 mL of toluene for two hours at room temperature. To this flask, a solution of sodium tetraisopropyl methylenediphosphonate, prepared as in Example 1, w... The reactants are CO, [Li+], C1CCOC1, [OH-], O, CCCC(C)C(=O)N1CC(NC(=O)Nc2cccc(C(=O)OCC)c2)C(=O)N(CC(=O)c2ccccc2C)c2cc(C)ccc21. The product is CCCC(C)C(=O)N1CC(NC(=O)Nc2cccc(C(=O)O)c2)C(=O)N(CC(=O)c2ccccc2C)c2cc(C)ccc21. Reaction SMILES: [CH3:54][OH:55].[Li+:48].[O:49]1[CH2:50][CH2:51][CH2:52][CH2:53]1.[OH-:47].[OH2:46].[c:1]1([CH3:45])[c:2]([C:7](=[O:8])[CH2:9][N:10]2[C:11](=[O:44])[CH:12]([NH:29][C:30](=[O:31])[NH:32][c:33]3[cH:34][c:35]([C:39](=[O:40])[O:41][CH2:42][CH3:43])[cH:36][cH:37][cH:38]3)[CH2:13][N:14]([C:22]([CH:23]([CH2:24][CH2:25][CH3:26])[CH3:27])=[O:28])[c:15]3[c:16]2[cH:17][c:18]([CH3:21])[cH:19][cH:20]3)[cH:3][cH:4][cH:5][cH:6]1>>[c:1]1([CH3:45])[c:2]([C:7](=[O:8])[CH2:9][N:10]2[C:11](=[O:44])[CH:12]([NH:29][C:30](=[O:31])[NH:32][c:33]3[cH:34][c:35]([C:39](=[O:40])[OH:41])[cH:36][cH:37][cH:38]3)[CH2:13][N:14]([C:22]([CH:23]([CH2:24][CH2:25][CH3:26])[CH3:27])=[O:28])[c:15]3[c:16]2[cH:17][c:18]([CH3:21])[cH:19][cH:20]3)[cH:3][cH:4][cH:5][cH:6]1. The reactants are NC1=C(C(=O)O)C=C(C=C1)I (2-amino-5-iodobenzoic acid), ClC(Cl)(OC(OC(Cl)(Cl)Cl)=O)Cl (triphosgene). The solvent is O1CCOCC1 (dioxane). Yields the product IC=1C=CC2=C(C(OC(N2)=O)=O)C1 (6-Iodo-2H-3,1-benzoxazine-2,4(1H)-dione). The yield is 102.3%. RXN SMILES: [NH2:1][C:2]1[CH:10]=[CH:9][C:8]([I:11])=[CH:7][C:3]=1[C:4]([OH:6])=[O:5].Cl[C:13](Cl)([O:15]C(=O)OC(Cl)(Cl)Cl)Cl>O1CCOCC1>[I:11][C:8]1[CH:9]=[CH:10][C:2]2[NH:1][C:13](=[O:15])[O:5][C:4](=[O:6])[C:3]=2[CH:7]=1. Procedure: A mixture of 2-amino-5-iodobenzoic acid (25 g, 95.05 mmol) and triphosgene (77.1 g, 260.4 mmol) in dioxane (316 mL) was heated to reflux for 8 h. The resulting solid was filtered and washed with diethyl ether to give 28.1 g of the title compound, 1H NMR (300 MHz, Me2SO-d6): δ6.96 (d,1H); 8.02 (dd,1H); 8.13 (d,1H); 11.82 (br s,1H); m/e 288 deprotonated parent molecular ion (m/e) measured by mass spectrometry using atmospheric pressure chemical ionization in the negative ion mode (APCI-). The reactants are [BH4-].[Na+] (sodium borohydride), NC1=CC(=C(C(=O)NCC2CN(CCO2)CC2CCNCC2)C=C1Cl)OCC (4-amino-5-chloro-2-ethoxy-N-[{4-(4-piperidinylmethyl)-2-morpholinyl}-methyl]benzamide), TEA, C(C)=O (acetaldehyde). The solvent is CO (methanol). Reaction conditions: time 2 hour. Product: NC1=CC(=C(C(=O)NCC2CN(CCO2)CC2CCN(CC2)CC)C=C1Cl)OCC (4-amino-5-chloro-2-ethoxy-N-[{4-[(1-ethyl-4-piperidinyl)methyl]-2-morpholinyl}methyl]benzamide). Isolated yield 112.3%. Reaction SMILES: [NH2:1][C:2]1[C:24]([Cl:25])=[CH:23][C:5]([C:6]([NH:8][CH2:9][CH:10]2[O:15][CH2:14][CH2:13][N:12]([CH2:16][CH:17]3[CH2:22][CH2:21][NH:20][CH2:19][CH2:18]3)[CH2:11]2)=[O:7])=[C:4]([O:26][CH2:27][CH3:28])[CH:3]=1.[CH:29](=O)[CH3:30].[BH4-].[Na+]>CO>[NH2:1][C:2]1[C:24]([Cl:25])=[CH:23][C:5]([C:6]([NH:8][CH2:9][CH:10]2[O:15][CH2:14][CH2:13][N:12]([CH2:16][CH:17]3[CH2:18][CH2:19][N:20]([CH2:29][CH3:30])[CH2:21][CH2:22]3)[CH2:11]2)=[O:7])=[C:4]([O:26][CH2:27][CH3:28])[CH:3]=1 |f:2.3|. Reported procedure: To a solution of 4-amino-5-chloro-2-ethoxy-N-[{4-(4-piperidinylmethyl)-2-morpholinyl}-methyl]benzamide (Example 22) (1.0 g) and TEA (0.49 g) in methanol (10 ml) was added acetaldehyde (0.21 g) under ice-cooling. The mixture was stirred at the same temperature for 2 hours, and then thereto was gradually added sodium borohydride (92 mg). After completion of addition, the mixture was stirred at the same temperature for 1 hour, and warmed to room temperature to stir overnight. The reaction solution ...